Task: describe an organic reaction: reactants, conditions, products, and yield. Dataset: the Open Reaction Database (ORD), a public repository of structured organic reaction records Reactants: N1N=CN=C1 (1,2,4-triazole), ClC=1N=C(C2=C(N1)SC(=C2)CC)NCC2=CC(=C(C=C2)OC)OC (2-chloro-6-ethyl-4-(3,4-dimethoxybenzylamino)-thieno-[2,3-d]-pyrimidine). Yields the product N1(N=CN=C1)C=1N=C(C2=C(N1)SC(=C2)CC)NCC2=CC(=C(C=C2)OC)OC (2-(1,2,4-triazol-1-yl)-6-ethyl-4-(3,4-dimethoxybenzylamino)-thieno-[2,3-d]-pyrimidine). As a reaction SMILES: [NH:1]1[CH:5]=[N:4][CH:3]=[N:2]1.Cl[C:7]1[N:8]=[C:9]([NH:18][CH2:19][C:20]2[CH:25]=[CH:24][C:23]([O:26][CH3:27])=[C:22]([O:28][CH3:29])[CH:21]=2)[C:10]2[CH:15]=[C:14]([CH2:16][CH3:17])[S:13][C:11]=2[N:12]=1>>[N:1]1([C:7]2[N:8]=[C:9]([NH:18][CH2:19][C:20]3[CH:25]=[CH:24][C:23]([O:26][CH3:27])=[C:22]([O:28][CH3:29])[CH:21]=3)[C:10]3[CH:15]=[C:14]([CH2:16][CH3:17])[S:13][C:11]=3[N:12]=2)[CH:5]=[N:4][CH:3]=[N:2]1. Reported procedure: Following the procedure of Example 97, the reaction of 1,2,4-triazole with 2-chloro-6-ethyl-4-(3,4-dimethoxybenzylamino)-thieno-[2,3-d]-pyrimidine gives 2-(1,2,4-triazol-1-yl)-6-ethyl-4-(3,4-dimethoxybenzylamino)-thieno-[2,3-d]-pyrimidine. Starting materials: [Br-], CCOC(=O)C(C)(C)CCCC[P+](c1ccccc1)(c1ccccc1)c1ccccc1, O=Cc1ccccc1Cl, ClCCl, [Na+], [OH-], O, [PH4+]. Yields the product CCOC(=O)C(C)(C)CCCC=Cc1ccccc1Cl. RXN SMILES: [Br-:1].[CH2:2]([CH3:3])[O:4][C:5](=[O:6])[C:7]([CH2:8][CH2:9][CH2:10][CH2:11][P+:12]([c:13]1[cH:14][cH:15][cH:16][cH:17][cH:18]1)([c:19]1[cH:20][cH:21][cH:22][cH:23][cH:24]1)[c:25]1[cH:26][cH:27][cH:28][cH:29][cH:30]1)([CH3:31])[CH3:32].[Cl:33][c:34]1[c:35]([CH:36]=[O:37])[cH:38][cH:39][cH:40][cH:41]1.[Cl:45][CH2:46][Cl:47].[Na+:43].[OH-:42].[OH2:48].[PH4+:44]>>[CH2:2]([CH3:3])[O:4][C:5](=[O:6])[C:7]([CH2:8][CH2:9][CH2:10][CH:11]=[CH:36][c:35]1[c:34]([Cl:33])[cH:41][cH:40][cH:39][cH:38]1)([CH3:31])[CH3:32]. Reactants: FC1=C(C=C(C2=C1C=CO2)C2=CC=C(OCC=1C=C(C(=O)O)C=CC1)C=C2)F (3-{[4-(4,5-difluoro-1-benzofuran-7-yl)-phenoxy]methyl}benzoic acid), S1CN[C@@H](C1)C(=O)O ((4R)-1,3-thiazolidine-4-carboxylic acid). The product is FC1=C(C=C(C2=C1C=CO2)C2=CC=C(OCC=1C=C(C(=O)N3CSC[C@H]3C(=O)O)C=CC1)C=C2)F ((4R)-3-(3-{[4-(4,5-difluoro-1-benzofuran-7-yl) phenoxy]methyl}benzoyl)-1,3-thiazolidine-4-carboxylic acid). Isolated yield 2.8%. RXN SMILES: [F:1][C:2]1[C:7]2[CH:8]=[CH:9][O:10][C:6]=2[C:5]([C:11]2[CH:27]=[CH:26][C:14]([O:15][CH2:16][C:17]3[CH:18]=[C:19]([CH:23]=[CH:24][CH:25]=3)[C:20](O)=[O:21])=[CH:13][CH:12]=2)=[CH:4][C:3]=1[F:28].[S:29]1[CH2:33][C@@H:32]([C:34]([OH:36])=[O:35])[NH:31][CH2:30]1>>[F:1][C:2]1[C:7]2[CH:8]=[CH:9][O:10][C:6]=2[C:5]([C:11]2[CH:12]=[CH:13][C:14]([O:15][CH2:16][C:17]3[CH:18]=[C:19]([CH:23]=[CH:24][CH:25]=3)[C:20]([N:31]3[C@H:32]([C:34]([OH:36])=[O:35])[CH2:33][S:29][CH2:30]3)=[O:21])=[CH:26][CH:27]=2)=[CH:4][C:3]=1[F:28]. Procedure: An operation similar to that in Step 4 of Example 10 was performed using the compound (38.0 mg, 0.100 mmol) of Step 2 of Example 59 in place of 3-{[4-(5-fluoro-2,3-dihydro-1-benzofuran-7-yl)phenoxy]methyl}benzoic acid, and (4R)-1,3-thiazolidine-4-carboxylic acid (40.0 mg, 0.300 mmol) in place of L-proline to thus obtain the title compound. Starting materials: [Cl-].ClC1=C(C=CC2=CC=CC=C12)NCC[NH3+] (2-[(1-chloronaphthalen-2-yl)amino]ethanaminium chloride), C(=O)([O-])[O-].[K+].[K+] (K2CO3), [BH4-].[Na+] (sodium borohydride), O1C(=CC=C1)C=O (furan-2-carbaldehyde). The solvent is CO (MeOH), C(C)(=O)OCC (ethyl acetate). Run at time 10 minute. Product: ClC1=C(C=CC2=CC=CC=C12)NCCNCC=1OC=CC1 (N-(1-chloronaphthalen-2-yl)-N′-(furan-2-ylmethyl)ethane-1,2-diamine). The yield is 63.0%. Reaction SMILES: [Cl-].[Cl:2][C:3]1[C:12]2[C:7](=[CH:8][CH:9]=[CH:10][CH:11]=2)[CH:6]=[CH:5][C:4]=1[NH:13][CH2:14][CH2:15][NH3+:16].C([O-])([O-])=O.[K+].[K+].[O:23]1[CH:27]=[CH:26][CH:25]=[C:24]1[CH:28]=O.[BH4-].[Na+]>CO.C(OCC)(=O)C>[Cl:2][C:3]1[C:12]2[C:7](=[CH:8][CH:9]=[CH:10][CH:11]=2)[CH:6]=[CH:5][C:4]=1[NH:13][CH2:14][CH2:15][NH:16][CH2:28][C:24]1[O:23][CH:27]=[CH:26][CH:25]=1 |f:0.1,2.3.4,6.7|. Procedure details: To a solution of 2-[(1-chloronaphthalen-2-yl)amino]ethanaminium chloride (73 mg, 0.25 mmol) in 4 mL of MeOH, K2CO3 (104 mg, 0.75 mmol) was added. After 10 min, 21 μL (0.253 mmol) of furan-2-carbaldehyde were added. The resulting solution was stirred for 2 h at room temperature, added with sodium borohydride (10 mg, 0.275 mmol) and the reaction was allowed to stir for further 15 h at rt. The mixture was diluted with 10 mL of ethyl acetate and transferred to a separatory funnel. The organic layer ... Reported procedure: The title compound is prepared from a mixture of 2,3,4,5-tetrahydro-2,8-dimethyl-1H-pyrido[4,3-b]indole, 2-(trifluoromethyl)-5-vinylpyrazine and KOH (5-7 equiv) in NMP at a temperature ranging between 25 deg C. to 100 deg C. The product obtained is isolated by preparative HPLC. Starting materials: CN1CC2=C(NC=3C=CC(=CC23)C)CC1 (2,3,4,5-tetrahydro-2,8-dimethyl-1H-pyrido[4,3-b]indole), FC(C1=NC=C(N=C1)C=C)(F)F (2-(trifluoromethyl)-5-vinylpyrazine), [OH-].[K+] (KOH). Solvent: CN1CCCC1=O (NMP). RXN SMILES: [CH3:1][N:2]1[CH2:15][CH2:14][C:5]2[NH:6][C:7]3[CH:8]=[CH:9][C:10]([CH3:13])=[CH:11][C:12]=3[C:4]=2[CH2:3]1.[F:16][C:17]([F:27])([F:26])[C:18]1[CH:23]=[N:22][C:21]([CH:24]=[CH2:25])=[CH:20][N:19]=1.[OH-].[K+]>CN1C(=O)CCC1>[F:27][C:17]([F:16])([F:26])[C:18]1[N:19]=[CH:20][C:21]([CH2:24][CH2:25][N:6]2[C:7]3[CH:8]=[CH:9][C:10]([CH3:13])=[CH:11][C:12]=3[C:4]3[CH2:3][N:2]([CH3:1])[CH2:15][CH2:14][C:5]2=3)=[N:22][CH:23]=1 |f:2.3|. Yields the product FC(C=1N=CC(=NC1)CCN1C2=C(C=3C=C(C=CC13)C)CN(CC2)C)(F)F (5-(2-(5-(trifluoromethyl)pyrazin-2-yl)ethyl)-2,3,4,5-tetrahydro-2,8-dimethyl-1H-pyrido[4,3-b]indole). Starting materials: OCC(C)=O (1-hydroxypropan-2-one), O1C(CCCC1)ON (O-(tetrahydro-2H-pyran-2-yl)hydroxylamine), C(C)(=O)O (acetic acid). Solvent: N1=CC=CC=C1 (pyridine), CO (methanol). Run at time 12 hour. Product: O1C(CCCC1)O\N=C(\CO)/C ((2E)-1-hydroxyacetone O-tetrahydro-2H-pyran-2-yloxime). Yield: 77.0%. As a reaction SMILES: [OH:1][CH2:2][C:3](=O)[CH3:4].[O:6]1[CH2:11][CH2:10][CH2:9][CH2:8][CH:7]1[O:12][NH2:13].C(O)(=O)C>N1C=CC=CC=1.CO>[O:6]1[CH2:11][CH2:10][CH2:9][CH2:8][CH:7]1[O:12]/[N:13]=[C:3](\[CH3:4])/[CH2:2][OH:1]. Procedure: To a solution of 1-hydroxypropan-2-one (1 g, 13.5 mmol) and O-(tetrahydro-2H-pyran-2-yl)hydroxylamine (1.9 g, 16.2 mmol) in pyridine (7 mL) and methanol (20 mL) was added acetic acid (0.23 mL, 4 mmol) and the resulting mixture was stirred at room temperature for 12 hours. The mixture was then concentrated under reduced pressure and the residue was treated with a saturated solution of NaHCO3 and extracted with ethyl acetate. The organic layer was washed with brine, dried with MgSO4 and concentrat...